From a dataset of the Open Reaction Database (ORD), a public repository of structured organic reaction records. describe an organic reaction: reactants, conditions, products, and yield The reactants are C(CC)N(CCN1C(C2=CC=CC=C2C1=O)=O)C1CC2=CC=CC(=C2CC1)O (2-[2-[propyl(1,2,3,4-tetrahydro-5-hydroxy-2-naphthalenyl)amino]ethyl]-1H-isoindole-1,3(2H)-dione), [H-].[H-].[H-].[H-].[Li+].[Al+3] (LAH). The solvent is C1CCOC1 (THF). The product is C1N(CC2=CC=CC=C12)CCN(C1CC=2C=CC=C(C2CC1)O)CCC (6[[2-(1,3-dihydro-2H-isoindol-2-yl) ethyl]propylamino]-5,6,7,8-tetrahydro-1-naphthalenol). As a reaction SMILES: [CH2:1]([N:4]([CH:18]1[CH2:27][CH2:26][C:25]2[C:20](=[CH:21][CH:22]=[CH:23][C:24]=2[OH:28])[CH2:19]1)[CH2:5][CH2:6][N:7]1[C:15](=O)[C:14]2[C:9](=[CH:10][CH:11]=[CH:12][CH:13]=2)[C:8]1=O)[CH2:2][CH3:3].[H-].[H-].[H-].[H-].[Li+].[Al+3]>C1COCC1>[CH2:8]1[C:9]2[C:14](=[CH:13][CH:12]=[CH:11][CH:10]=2)[CH2:15][N:7]1[CH2:6][CH2:5][N:4]([CH2:1][CH2:2][CH3:3])[CH:18]1[CH2:27][CH2:26][C:25]2[C:24]([OH:28])=[CH:23][CH:22]=[CH:21][C:20]=2[CH2:19]1 |f:1.2.3.4.5.6|. Reported procedure: The product of Example 13 was reduced with LAH in dry THF and, after purification, the isolated compound was characterized by its HCl.salt NMR, (CD3OD) δ7.7 (m, 4H), 6.9 (m, 1H), 6.6 (m, 2H), 1.0 (t, 3H). The reactants are CC#N, COC(=O)Cc1cc(NC(=O)C(F)(F)F)ccc1S(=O)(=O)Cl, Nc1ccc2c(c1)B(O)OC2. Product: COC(=O)Cc1cc(NC(=O)C(F)(F)F)ccc1S(=O)(=O)Nc1ccc2c(c1)B(O)OC2. Reaction SMILES: [CH3:34][C:35]#[N:36].[Cl:12][S:13](=[O:14])(=[O:15])[c:16]1[c:17]([CH2:29][C:30](=[O:31])[O:32][CH3:33])[cH:18][c:19]([NH:22][C:23]([C:24]([F:25])([F:26])[F:27])=[O:28])[cH:20][cH:21]1.[NH2:1][c:2]1[cH:3][cH:4][c:5]2[c:6]([cH:11]1)[B:7]([OH:10])[O:8][CH2:9]2>>[NH:1]([c:2]1[cH:3][cH:4][c:5]2[c:6]([cH:11]1)[B:7]([OH:10])[O:8][CH2:9]2)[S:13](=[O:14])(=[O:15])[c:16]1[c:17]([CH2:29][C:30](=[O:31])[O:32][CH3:33])[cH:18][c:19]([NH:22][C:23]([C:24]([F:25])([F:26])[F:27])=[O:28])[cH:20][cH:21]1. Starting materials: NC1=NC=C(C=C1C(=O)NC1=C(C=NC=C1)Cl)Br (2-amino-5-bromo-N-(3-chloro-4-pyridyl)pyridine-3-carboxamide), N1(CCOCC1)CC1=CC=C(S1)B1OC(C)(C)C(C)(C)O1 (5-(4-morpholinylmethyl)thiophene-2-boronic acid pinacol ester). The product is NC1=C(C(=O)NC2=C(C=NC=C2)Cl)C=C(C=N1)C=1SC(=CC1)CN1CCOCC1 (2-Amino-N-(3-chloro-pyridin-4-yl)-5-(5-morpholin-4-ylmethyl-thiophen-2-yl)-nicotinamide). Reaction SMILES: [NH2:1][C:2]1[C:7]([C:8]([NH:10][C:11]2[CH:16]=[CH:15][N:14]=[CH:13][C:12]=2[Cl:17])=[O:9])=[CH:6][C:5](Br)=[CH:4][N:3]=1.[N:19]1([CH2:25][C:26]2[S:30][C:29](B3OC(C)(C)C(C)(C)O3)=[CH:28][CH:27]=2)[CH2:24][CH2:23][O:22][CH2:21][CH2:20]1>>[NH2:1][C:2]1[N:3]=[CH:4][C:5]([C:29]2[S:30][C:26]([CH2:25][N:19]3[CH2:20][CH2:21][O:22][CH2:23][CH2:24]3)=[CH:27][CH:28]=2)=[CH:6][C:7]=1[C:8]([NH:10][C:11]1[CH:16]=[CH:15][N:14]=[CH:13][C:12]=1[Cl:17])=[O:9]. Procedure: Reaction of 2-amino-5-bromo-N-(3-chloro-4-pyridyl)pyridine-3-carboxamide with 5-(4-morpholinylmethyl)thiophene-2-boronic acid pinacol ester gives the compound “A33”; HPLC/MS: 1.25 min, [M+H]=343;